Dataset: the Open Reaction Database (ORD), a public repository of structured organic reaction records. Task: describe an organic reaction: reactants, conditions, products, and yield The reactants are COc1ccc(Cc2c[nH]c(=O)c3cccnc23)cn1, CC#N, Cl, C1COCCO1, O=P(Cl)(Cl)Cl. The product is COc1ccc(Cc2cnc(Cl)c3cccnc23)cn1. RXN SMILES: [CH3:1][O:2][c:3]1[cH:4][cH:5][c:6]([CH2:9][c:10]2[cH:11][nH:12][c:13](=[O:20])[c:14]3[cH:15][cH:16][cH:17][n:18][c:19]23)[cH:7][n:8]1.[CH3:27][C:28]#[N:29].[ClH:26].[O:30]1[CH2:31][CH2:32][O:33][CH2:34][CH2:35]1.[P:21]([Cl:22])([Cl:23])([Cl:24])=[O:25]>>[CH3:1][O:2][c:3]1[cH:4][cH:5][c:6]([CH2:9][c:10]2[cH:11][n:12][c:13]([Cl:23])[c:14]3[cH:15][cH:16][cH:17][n:18][c:19]23)[cH:7][n:8]1. The reactants are C(C1=CC=CC=C1)(=O)C#N (benzoyl cyanide), ice, C(C)(C)(C)O (t-butanol), S(O)(O)(=O)=O (sulfuric acid). Run in C(Cl)Cl (methylene chloride). Product: C(C)(C)(C)NC(C(=O)C1=CC=CC=C1)=O (phenylglyoxylic-N-t-butylamide). Isolated yield 95.0%. RXN SMILES: [C:1]([C:9]#[N:10])(=[O:8])[C:2]1[CH:7]=[CH:6][CH:5]=[CH:4][CH:3]=1.[C:11](O)([CH3:14])([CH3:13])[CH3:12].S(=O)(=O)(O)[OH:17]>C(Cl)Cl>[C:11]([NH:10][C:9](=[O:17])[C:1]([C:2]1[CH:7]=[CH:6][CH:5]=[CH:4][CH:3]=1)=[O:8])([CH3:14])([CH3:13])[CH3:12]. Reported procedure: There were present in a stirrer equipped apparatus protected against moisture, 131 grams (1.0 mole) of benzoyl cyanide, 148 grams (2.0 moles) of t-butanol and 50 ml of methylene chloride and under stirring at about +50° C. it was treated by dropwise addition 150 grams (1.5 moles) of concentrated sulfuric acid. After the end of the dropping, the mixture was post-stirred for another hour at room temperature and then the entire mixture poured on 400 grams of ice and well agitated. Subsequently, the... The product is CC(C)N1CCC(Oc2ccc3sc(C(=O)O)cc3c2)CC1. Reaction SMILES: [CH2:27]1[O:28][CH2:29][CH2:30][CH2:31]1.[CH3:1][O:2][C:3](=[O:4])[c:5]1[cH:6][c:7]2[c:8]([s:9]1)[cH:10][cH:11][c:12]([O:14][CH:15]1[CH2:16][CH2:17][N:18]([CH:21]([CH3:22])[CH3:23])[CH2:19][CH2:20]1)[cH:13]2.[CH3:32][CH2:33][OH:34].[ClH:26].[Na+:25].[OH-:24]>>[O:2]=[C:3]([OH:4])[c:5]1[cH:6][c:7]2[c:8]([s:9]1)[cH:10][cH:11][c:12]([O:14][CH:15]1[CH2:16][CH2:17][N:18]([CH:21]([CH3:22])[CH3:23])[CH2:19][CH2:20]1)[cH:13]2. The reactants are C1CCOC1, COC(=O)c1cc2cc(OC3CCN(C(C)C)CC3)ccc2s1, CCO, Cl, [Na+], [OH-].